From a dataset of the Open Reaction Database (ORD), a public repository of structured organic reaction records. describe an organic reaction: reactants, conditions, products, and yield Reactants: CC12CC3(CC(CC(C1)(C3)C)(C2)CN2N=CC=C2)OCCO (2-{[3,5-dimethyl-7-(1H-pyrazol-1-ylmethyl)tricyclo[3.3.1.13,7]dec-1-yl]oxy}ethanol), C(CCC)[Li] (n-butyllithium), IC (Iodomethane). Solvent: O1CCCC1 (tetrahydrofuran). Conditions: temperature -78 celsius, time 1.5 hour. Yields the product CC12CC3(CC(CC(C1)(C3)C)(C2)CN2N=CC=C2C)OCCO (2-({3,5-dimethyl-7-[(5-methyl-1H-pyrazol-1-yl)methyl]tricyclo[3.3.1.13,7]dec-1-yl}oxy)ethanol). As a reaction SMILES: [CH3:1][C:2]12[CH2:12][C:6]3([CH2:13][N:14]4[CH:18]=[CH:17][CH:16]=[N:15]4)[CH2:7][C:8]([CH3:11])([CH2:10][C:4]([O:19][CH2:20][CH2:21][OH:22])([CH2:5]3)[CH2:3]1)[CH2:9]2.[CH2:23]([Li])CCC.IC>O1CCCC1>[CH3:11][C:8]12[CH2:7][C:6]3([CH2:13][N:14]4[C:18]([CH3:23])=[CH:17][CH:16]=[N:15]4)[CH2:12][C:2]([CH3:1])([CH2:3][C:4]([O:19][CH2:20][CH2:21][OH:22])([CH2:5]3)[CH2:10]1)[CH2:9]2. Reported procedure: To a cold (−78° C.) solution of the 2-{[3,5-dimethyl-7-(1H-pyrazol-1-ylmethyl)tricyclo[3.3.1.13,7]dec-1-yl]oxy}ethanol (3.69 g) in tetrahydrofuran (50 mL) was added n-butyllithium (20 mL, 2.5 M in hexane) under nitrogen. The mixture was stirred at −78° C. for 1.5 hours. Iodomethane (10 mL) was added by syringe, and the mixture was stirred for an additional 3 hours. The reaction mixture was then quenched by the addition of aqueous ammonium chloride solution and extracted with ethyl acetate. The c... The reactants are N1(C=NC=C1)C(=O)N1CCCC2=CC=CC=C12 (1-(1H-imidazol-1-ylcarbonyl)-1,2,3,4-tetrahydroquinoline), IC (iodomethane). Run in C(C)#N (acetonitrile). Conditions: time 20 hour. The product is [I-].N1(CCCC2=CC=CC=C12)C(=O)N1C=[N+](C=C1)C (1-(3,4-Dihydroquinolin-1(2H)-ylcarbonyl)-3-methyl-1H-imidazol-3-ium Iodide). Reaction SMILES: [N:1]1([C:6]([N:8]2[C:17]3[C:12](=[CH:13][CH:14]=[CH:15][CH:16]=3)[CH2:11][CH2:10][CH2:9]2)=[O:7])[CH:5]=[CH:4][N:3]=[CH:2]1.[I:18][CH3:19]>C(#N)C>[I-:18].[N:8]1([C:6]([N:1]2[CH:5]=[CH:4][N+:3]([CH3:19])=[CH:2]2)=[O:7])[C:17]2[C:12](=[CH:13][CH:14]=[CH:15][CH:16]=2)[CH2:11][CH2:10][CH2:9]1 |f:3.4|. Reported procedure: 13.3 g of 1-(1H-imidazol-1-ylcarbonyl)-1,2,3,4-tetrahydroquinoline, 133 ml of acetonitrile and 14.6 ml of iodomethane are introduced into a 500 ml round-bottomed flask. The reaction mixture is stirred for 20 h and then the solvent is evaporated under reduced pressure to result in 23 g of 1-(3,4-dihydroquinolin-1(2H)-ylcarbonyl)-3-methyl-1H-imidazol-3-ium iodide.